The task is: describe an organic reaction: reactants, conditions, products, and yield. This data is from the Open Reaction Database (ORD), a public repository of structured organic reaction records. Reactants: [N+](=O)(O)[O-] (nitric acid), COC(NC1=CC=C(C=C1)C)=O (4-tolylcarbamic acid methyl ester), O (water), [OH-].[Na+] (NaOH), [OH-].[Na+] (sodium hydroxide). Run in C(Cl)Cl (methylene chloride), C(Cl)Cl (methylene chloride), C(Cl)Cl (methylene chloride), C(Cl)Cl (methylene chloride). Run at temperature 95 celsius, time 1.75 hour. Yields the product COC(NC1=CC(=C(C=C1)C)[N+](=O)[O-])=O (2-nitro-4-tolylcarbamic acid methyl ester). RXN SMILES: [CH3:1][O:2][C:3](=[O:12])[NH:4][C:5]1[CH:10]=[CH:9][C:8]([CH3:11])=[CH:7][CH:6]=1.[N+:13]([O-])([OH:15])=[O:14].[OH-].[Na+].O>C(Cl)Cl>[CH3:1][O:2][C:3](=[O:12])[NH:4][C:5]1[CH:10]=[CH:9][C:8]([CH3:11])=[C:7]([N+:13]([O-:15])=[O:14])[CH:6]=1 |f:2.3|. Procedure: 100 ml of methylene chloride are introduced into a 2 l four-necked flask equipped with a stirrer, reflux condenser, thermometer and two dropping funnels, and 165.2 g (1 mol) of 4-tolylcarbamic acid methyl ester, dissolved in 500 ml of methylene chloride, and 102.9 g of 98% strength (1.6 mols) nitric acid dissolved in 200 ml of methylene chloride are added simultaneously in the course of 1 hour, at 10° C. and under normal pressure, the temperature being maintained by external cooling. After compl... Reactants: NCC1=CC=C(C(=O)O)C=C1 (4-(aminomethyl)benzoic acid), C1=C(C=CC2=CC=CC=C12)S(=O)(=O)Cl (2-naphthalenesulfonyl chloride). Yields the product C1=C(C=CC2=CC=CC=C12)S(=O)(=O)NCC1=CC=C(C(=O)O)C=C1 (4-(2-Naphthylsulfonamido)methylbenzoic acid). The yield is 72.0%. Reaction SMILES: [NH2:1][CH2:2][C:3]1[CH:11]=[CH:10][C:6]([C:7]([OH:9])=[O:8])=[CH:5][CH:4]=1.[CH:12]1[C:21]2[C:16](=[CH:17][CH:18]=[CH:19][CH:20]=2)[CH:15]=[CH:14][C:13]=1[S:22](Cl)(=[O:24])=[O:23]>>[CH:12]1[C:21]2[C:16](=[CH:17][CH:18]=[CH:19][CH:20]=2)[CH:15]=[CH:14][C:13]=1[S:22]([NH:1][CH2:2][C:3]1[CH:4]=[CH:5][C:6]([C:7]([OH:9])=[O:8])=[CH:10][CH:11]=1)(=[O:23])=[O:24]. Procedure: 3.8 g (25 mmol) of 4-(aminomethyl)benzoic acid were reacted with 2-naphthalenesulfonyl chloride by the method of procedure 4b, affording 6.1 g (72%) of the product. The reactants are CCO, CC1CCC(c2nc(I)c(I)[nH]2)N1C(=O)OC(C)(C)C, [Na+], [Na+], O, O=S([O-])([O-])=S. Yields the product CC1CCC(c2ncc(I)[nH]2)N1C(=O)OC(C)(C)C. Reaction SMILES: [CH3:28][CH2:29][OH:30].[I:1][c:2]1[n:3][c:4]([CH:8]2[N:9]([C:14](=[O:15])[O:16][C:17]([CH3:18])([CH3:19])[CH3:20])[CH:10]([CH3:13])[CH2:11][CH2:12]2)[nH:5][c:6]1[I:7].[Na+:26].[Na+:27].[OH2:31].[S:21]([O-:22])([O-:23])(=[O:24])=[S:25]>>[I:1][c:2]1[nH:3][c:4]([CH:8]2[N:9]([C:14](=[O:15])[O:16][C:17]([CH3:18])([CH3:19])[CH3:20])[CH:10]([CH3:13])[CH2:11][CH2:12]2)[n:5][cH:6]1. Reactants: C(C)OCC (ethyl ether), COC(CC(=O)OC)=O (malonic acid dimethyl ester), [H-].[Na+] (sodium hydride), CC(C#C/C=C/CBr)(C)C ((E)-6,6-dimethyl-2-hepten-4-ynyl bromide), CCOCC (ether). Solvent: CN(C=O)C (dimethylformamide). Reaction conditions: time 1 hour. Product: COC(C(C(=O)OC)\C=C\CC#CC(C)(C)C)=O ((E)-6,6-dimethyl-2-hepten-4-ynylmalonic acid dimethyl ester). As a reaction SMILES: [CH3:1][O:2][C:3](=[O:9])[CH2:4][C:5]([O:7][CH3:8])=[O:6].[H-].[Na+].[CH3:12][C:13]([CH3:21])([CH3:20])[C:14]#[C:15]/[CH:16]=[CH:17]/[CH2:18]Br.C(OCC)C>CN(C)C=O>[CH3:1][O:2][C:3](=[O:9])[CH:4](/[CH:18]=[CH:17]/[CH2:16][C:15]#[C:14][C:13]([CH3:21])([CH3:20])[CH3:12])[C:5]([O:7][CH3:8])=[O:6] |f:1.2|. Procedure: 4.05 ml of malonic acid dimethyl ester is dissolved in 40 ml of dimethylformamide, 1.29 g of 60% oily sodium hydride and 6.5 g of (E)-6,6-dimethyl-2-hepten-4-ynyl bromide (containing about 5% Z-form) are added gradually, and the mixture is stirred at that temperature for 1 hour. Saturated saline and ethyl ether are added to the reaction solution to form two liquid phases, the ether layer is taken, washed with saturated saline and dried over anhydrous magnesium sulfate, and the solvent is distill... Reactants: [Li]CCCC, CCCCCC, COc1cc(C)cc(OC)c1, COc1ccc(C(=O)Cl)cc1, C1CCOC1. Yields the product COc1ccc(C(=O)c2c(OC)cc(C)cc2OC)cc1. Reaction SMILES: [CH2:18]([Li:19])[CH2:20][CH2:21][CH3:22].[CH3:12][CH2:13][CH2:14][CH2:15][CH2:16][CH3:17].[CH3:1][O:2][c:3]1[cH:4][c:5]([CH3:11])[cH:6][c:7]([O:9][CH3:10])[cH:8]1.[CH3:23][O:24][c:25]1[cH:26][cH:27][c:28]([C:29](=[O:30])[Cl:31])[cH:32][cH:33]1.[O:34]1[CH2:35][CH2:36][CH2:37][CH2:38]1>>[CH3:1][O:2][c:3]1[cH:4][c:5]([CH3:11])[cH:6][c:7]([O:9][CH3:10])[c:8]1[C:29]([c:28]1[cH:27][cH:26][c:25]([O:24][CH3:23])[cH:33][cH:32]1)=[O:30]. The reactants are CCO, CC(C)c1ccc(S(=O)(=O)Cl)cc1, ClCCl, CCC(=O)N1CC(c2ccc([N+](=O)[O-])cn2)C1, c1ccncc1. Product: CCC(=O)N1CC(c2ccc(NS(=O)(=O)c3ccc(C(C)C)cc3)cn2)C1. Reaction SMILES: [CH3:37][CH2:38][OH:39].[CH:24]([CH3:25])([CH3:26])[c:27]1[cH:28][cH:29][c:30]([S:33](=[O:34])(=[O:35])[Cl:36])[cH:31][cH:32]1.[Cl:40][CH2:41][Cl:42].[N+:1]([O-:2])(=[O:3])[c:4]1[cH:5][cH:6][c:7]([CH:10]2[CH2:11][N:12]([C:14]([CH2:15][CH3:16])=[O:17])[CH2:13]2)[n:8][cH:9]1.[cH:18]1[cH:19][cH:20][n:21][cH:22][cH:23]1>>[NH:1]([c:4]1[cH:5][cH:6][c:7]([CH:10]2[CH2:11][N:12]([C:14]([CH2:15][CH3:16])=[O:17])[CH2:13]2)[n:8][cH:9]1)[S:33]([c:30]1[cH:29][cH:28][c:27]([CH:24]([CH3:25])[CH3:26])[cH:32][cH:31]1)(=[O:34])=[O:35].